Dataset: the Open Reaction Database (ORD), a public repository of structured organic reaction records. Task: describe an organic reaction: reactants, conditions, products, and yield The product is FC=1C=C(C=CC1C1=CC(=C2C(=N1)NN=C2C)CN2C(CN(C(C2)(C)C)CCC(F)(F)F)(C)C)O (3-Fluoro-4-{3-methyl-4-[2,2,5,5-tetramethyl-4-(3,3,3-trifluoro-propyl)-piperazin-1-ylmethyl]-1H-pyrazolo[3,4-b]pyridin-6-yl}-phenol). Reported procedure: To a solution of 300 mg of 3-fluoro-4-[3-methyl-4-(2,2,5,5-tetramethyl-piperazin-1-ylmethyl)-1H-pyrazolo[3,4-b]pyridin-6-yl]-phenol, 387 mg 3,3,3-trifluoropropanal and 134 mg DIPEA in 6 ml dichloromethane and 6 ml THF was added 732 mg of sodium triacetoxyborohydride. The reaction was stirred at rt overnight. The solvents were removed in vacuo, and the residue was taken up in ethyl acetate and water. The pH was brought to neutral, and the phases were separated. The aqueous phase was extracted wit... Run in ClCCl (dichloromethane), C1CCOC1 (THF). The reactants are FC=1C=C(C=CC1C1=CC(=C2C(=N1)NN=C2C)CN2C(CNC(C2)(C)C)(C)C)O (3-fluoro-4-[3-methyl-4-(2,2,5,5-tetramethyl-piperazin-1-ylmethyl)-1H-pyrazolo[3,4-b]pyridin-6-yl]-phenol), FC(CC=O)(F)F (3,3,3-trifluoropropanal), CCN(C(C)C)C(C)C (DIPEA), C(C)(=O)O[BH-](OC(C)=O)OC(C)=O.[Na+] (sodium triacetoxyborohydride). Reaction conditions: time 8 hour. Yield: 57.5%. As a reaction SMILES: [F:1][C:2]1[CH:3]=[C:4]([OH:29])[CH:5]=[CH:6][C:7]=1[C:8]1[N:13]=[C:12]2[NH:14][N:15]=[C:16]([CH3:17])[C:11]2=[C:10]([CH2:18][N:19]2[CH2:24][C:23]([CH3:26])([CH3:25])[NH:22][CH2:21][C:20]2([CH3:28])[CH3:27])[CH:9]=1.[F:30][C:31]([F:36])([F:35])[CH2:32][CH:33]=O.CCN(C(C)C)C(C)C.C(O[BH-](OC(=O)C)OC(=O)C)(=O)C.[Na+]>ClCCl.C1COCC1>[F:1][C:2]1[CH:3]=[C:4]([OH:29])[CH:5]=[CH:6][C:7]=1[C:8]1[N:13]=[C:12]2[NH:14][N:15]=[C:16]([CH3:17])[C:11]2=[C:10]([CH2:18][N:19]2[CH2:24][C:23]([CH3:25])([CH3:26])[N:22]([CH2:33][CH2:32][C:31]([F:36])([F:35])[F:30])[CH2:21][C:20]2([CH3:28])[CH3:27])[CH:9]=1 |f:3.4|. Reactants: CC(=O)O, [Fe], C[Si](C)(C)CCOCn1cccc1C(=O)c1ccc([N+](=O)[O-])cc1. Yields the product C[Si](C)(C)CCOCn1cccc1C(=O)c1ccc(N)cc1. As a reaction SMILES: [CH3:25][C:26](=[O:27])[OH:28].[Fe:29].[N+:1]([O-:2])(=[O:3])[c:4]1[cH:5][cH:6][c:7]([C:8](=[O:9])[c:10]2[n:11]([CH2:15][O:16][CH2:17][CH2:18][Si:19]([CH3:20])([CH3:21])[CH3:22])[cH:12][cH:13][cH:14]2)[cH:23][cH:24]1>>[NH2:1][c:4]1[cH:5][cH:6][c:7]([C:8](=[O:9])[c:10]2[n:11]([CH2:15][O:16][CH2:17][CH2:18][Si:19]([CH3:20])([CH3:21])[CH3:22])[cH:12][cH:13][cH:14]2)[cH:23][cH:24]1. Reactants: C1(=CC=C(C=C1)C(=O)[C@]([C@](C(=O)O)(O)C(=O)C1=CC=C(C=C1)C)(O)C(=O)O)C.N[C@@H]1C(N(CCC2=C1C=CC=C2)C)=O ((S)-1-Amino-3-methyl-2,3,4,5-tetrahydro-1H-3-benzazepin-2-one di-p-toluoyl-L-tartaric acid salt). Run in [OH-].[Na+] (sodium hydroxide). Yields the product N[C@@H]1C(N(CCC2=C1C=CC=C2)C)=O ((S)-1-amino-3-methyl-2,3,4,5-tetrahydro-1H-3-benzazepin-2-one). The yield is 86.7%. Reaction SMILES: C1(C)C=CC(C([C@@](C(O)=O)(O)[C@@](C(C2C=CC(C)=CC=2)=O)(O)C(O)=O)=O)=CC=1.[NH2:29][C@H:30]1[C:36]2[CH:37]=[CH:38][CH:39]=[CH:40][C:35]=2[CH2:34][CH2:33][N:32]([CH3:41])[C:31]1=[O:42]>[OH-].[Na+]>[NH2:29][C@H:30]1[C:36]2[CH:37]=[CH:38][CH:39]=[CH:40][C:35]=2[CH2:34][CH2:33][N:32]([CH3:41])[C:31]1=[O:42] |f:0.1,2.3|. Reported procedure: (S)-1-Amino-3-methyl-2,3,4,5-tetrahydro-1H-3-benzazepin-2-one di-p-toluoyl-L-tartaric acid salt (11.83 g, 20.5 mmol) was dissolved in 45 mL of aqueous 1.0 N sodium hydroxide solution and extracted with methylene chloride (3×25 mL). The combined methylene chloride layers were washed with 35 mL aqueous 1.0 N sodium hydroxide solution, then brine solution, and dried over anhydrous MgSO4. Removal of solvent under vacuum gave the title compound (3.38 g) as a colorless oil (87% yield, 93.2% ee). The reactants are C(C)(C)(C)OC(=O)N(C)[C@H]1CNCC1 ((R)-3-[N-(tert-butoxycarbonyl)-N-methylamino]pyrrolidine), BrC1=CN=CC=2C=CC=C(C12)S(=O)(=O)Cl (4-bromo-5-isoquinolinesulfonyl chloride), ClC1=CN=CC=2C=CC=C(C12)S(=O)(=O)Cl (4-chloro-5-isoquinolinesulfonyl chloride), C(C)(C)(C)OC(=O)N(C)[C@@H]1CNCC1 ((S)-3-[N-(tert-butoxycarbonyl)-N-methylamino]pyrrolidine). Product: C(C)(C)(C)OC(=O)N(C)[C@H]1CN(CC1)S(=O)(=O)C=1C=2C(=CN=CC2C=CC1)Cl ((R)-3-[N-(tert-Butoxycarbonyl)-N-methylamino]-1-(4-chloro-5-isoquinolinesulfonyl)pyrrolidine), ClC1=CN=CC=2C=CC=C(C12)S(=O)(=O)N1C[C@@H](CC1)NC ((R)-1-(4-Chloro-5-isoquinolinesulfonyl)-3-(methylamino)pyrrolidine), Cl (hydrochloride). RXN SMILES: [Cl:1][C:2]1[C:11]2[C:10]([S:12](Cl)(=[O:14])=[O:13])=[CH:9][CH:8]=[CH:7][C:6]=2[CH:5]=[N:4][CH:3]=1.[C:16]([O:20][C:21]([N:23]([C@@H:25]1[CH2:29][CH2:28][NH:27][CH2:26]1)[CH3:24])=[O:22])([CH3:19])([CH3:18])[CH3:17].BrC1C2C(S([Cl:44])(=O)=O)=CC=CC=2C=NC=1.C(O[C:50]([N:52]([C@H:54]1[CH2:58][CH2:57][NH:56][CH2:55]1)C)=O)(C)(C)C>>[C:16]([O:20][C:21]([N:23]([C@@H:25]1[CH2:29][CH2:28][N:27]([S:12]([C:10]2[C:11]3[C:2]([Cl:1])=[CH:3][N:4]=[CH:5][C:6]=3[CH:7]=[CH:8][CH:9]=2)(=[O:14])=[O:13])[CH2:26]1)[CH3:24])=[O:22])([CH3:19])([CH3:17])[CH3:18].[Cl:1][C:2]1[C:11]2[C:10]([S:12]([N:56]3[CH2:57][CH2:58][C@@H:54]([NH:52][CH3:50])[CH2:55]3)(=[O:14])=[O:13])=[CH:9][CH:8]=[CH:7][C:6]=2[CH:5]=[N:4][CH:3]=1.[ClH:44]. Procedure: (R)-3-[N-(tert-Butoxycarbonyl)-N-methylamino]-1-(4-chloro-5-isoquinolinesulfonyl)pyrrolidine (Intermediate 21b) was prepared by using 4-chloro-5-isoquinolinesulfonyl chloride and (R)-3-[N-(tert-butoxycarbonyl)-N-methylamino]pyrrolidine in the method of Example 1-3, Step A instead of 4-bromo-5-isoquinolinesulfonyl chloride and (S)-3-[N-(tert-butoxycarbonyl)-N-methylamino]pyrrolidine, respectively, and then used in the method of Example 1-3, Step B in a similar manner to obtain the title compound ... The reactants are CC1(C(N(N1CC1=C(C=CC=C1)SC)C1C2CC3CC(CC1C3)C2)=O)C (4,4-dimethyl-1-[2-(methylthio)benzyl]-2-(adamantan-2-yl)-1,2-diazetidin-3-one), O.OO (hydrogen peroxide water), O (water). Reagents/catalysts: [Cl-].[Cl-].[Cl-].[Cl-].[Cl-].[Ta+5] (tantalum pentachloride). Run in CO (methanol). Reaction conditions: time 36.5 hour. The product is CC1(C(N(N1CC1=C(C=CC=C1)S(=O)(=O)C)C1C2CC3CC(CC1C3)C2)=O)C (4,4-dimethyl-1-[2-(methylsulfonyl)benzyl]-2-(adamantan-2-yl)-1,2-diazetidin-3-one). The yield is 32.1%. As a reaction SMILES: [CH3:1][C:2]1([CH3:26])[N:5]([CH2:6][C:7]2[CH:12]=[CH:11][CH:10]=[CH:9][C:8]=2[S:13][CH3:14])[N:4]([CH:15]2[CH:22]3[CH2:23][CH:18]4[CH2:19][CH:20]([CH2:24][CH:16]2[CH2:17]4)[CH2:21]3)[C:3]1=[O:25].[OH2:27].[OH:28]O.O>CO.[Cl-].[Cl-].[Cl-].[Cl-].[Cl-].[Ta+5]>[CH3:1][C:2]1([CH3:26])[N:5]([CH2:6][C:7]2[CH:12]=[CH:11][CH:10]=[CH:9][C:8]=2[S:13]([CH3:14])(=[O:28])=[O:27])[N:4]([CH:15]2[CH:16]3[CH2:17][CH:18]4[CH2:19][CH:20]([CH2:21][CH:22]2[CH2:23]4)[CH2:24]3)[C:3]1=[O:25] |f:1.2,5.6.7.8.9.10|. Procedure: A solution of 4,4-dimethyl-1-[2-(methylthio)benzyl]-2-(adamantan-2-yl)-1,2-diazetidin-3-one (7.20 mg, 0.0186 mmol) prepared in Example 60 in methanol was added sequentially with tantalum pentachloride (3.30 mg, 0.00930 mmol) and hydrogen peroxide water (5.70 mg, 0.0558 mmol) at room temperature, and the resultant was stirred at the same temperature for 36.5 hours. The reaction solution was added with water and extracted with diethyl ether. The organic layer was dried over anhydrous sodium sulfat... Reactants: COc1ccccc1, CO, CC(COC(c1ccccc1)(c1ccccc1)c1ccccc1)Oc1cc(NS(=O)(=O)c2ccc(C(=O)N3CCC3)o2)nc(SCc2cccc(F)c2F)n1, O, O, Cc1ccc(S(=O)(=O)O)cc1. Product: CC(CO)Oc1cc(NS(=O)(=O)c2ccc(C(=O)N3CCC3)o2)nc(SCc2cccc(F)c2F)n1. Reaction SMILES: [CH3:68][O:69][c:70]1[cH:71][cH:72][cH:73][cH:74][cH:75]1.[CH3:77][OH:78].[N:1]1([C:5](=[O:6])[c:7]2[cH:8][cH:9][c:10]([S:12](=[O:13])(=[O:14])[NH:15][c:16]3[n:17][c:18]([S:46][CH2:47][c:48]4[c:49]([F:55])[c:50]([F:54])[cH:51][cH:52][cH:53]4)[n:19][c:20]([O:22][CH:23]([CH2:24][O:25][C:26]([c:27]4[cH:28][cH:29][cH:30][cH:31][cH:32]4)([c:33]4[cH:34][cH:35][cH:36][cH:37][cH:38]4)[c:39]4[cH:40][cH:41][cH:42][cH:43][cH:44]4)[CH3:45])[cH:21]3)[o:11]2)[CH2:2][CH2:3][CH2:4]1.[OH2:56].[OH2:76].[c:57]1([CH3:58])[cH:59][cH:60][c:61]([S:62]([OH:63])(=[O:64])=[O:65])[cH:66][cH:67]1>>[N:1]1([C:5](=[O:6])[c:7]2[cH:8][cH:9][c:10]([S:12](=[O:13])(=[O:14])[NH:15][c:16]3[n:17][c:18]([S:46][CH2:47][c:48]4[c:49]([F:55])[c:50]([F:54])[cH:51][cH:52][cH:53]4)[n:19][c:20]([O:22][CH:23]([CH2:24][OH:25])[CH3:45])[cH:21]3)[o:11]2)[CH2:2][CH2:3][CH2:4]1.